The task is: describe an organic reaction: reactants, conditions, products, and yield. This data is from the Open Reaction Database (ORD), a public repository of structured organic reaction records. Starting materials: BrC1=C(N)C=C(C(=C1)Cl)OC (2-bromo-4-chloro-5-methoxyaniline), C1(CC1)B(O)O (cyclopropyl boronic acid), C1(CCCCC1)P(C1CCCCC1)C1CCCCC1 (tricyclohexylphosphine), [O-]P(=O)([O-])[O-].[K+].[K+].[K+] (K3PO4). Reagents/catalysts: C(C)(=O)[O-].[Pd+2].C(C)(=O)[O-] (palladium acetate). Run in O (water), O (water), C1(=CC=CC=C1)C (toluene). Reaction conditions: temperature 100 celsius, time 1 hour. The product is ClC1=CC(=C(N)C=C1OC)C1CC1 (4-chloro-2-cyclopropyl-5-methoxyaniline). Reaction SMILES: Br[C:2]1[CH:8]=[C:7]([Cl:9])[C:6]([O:10][CH3:11])=[CH:5][C:3]=1[NH2:4].[CH:12]1(B(O)O)[CH2:14][CH2:13]1.C1(P(C2CCCCC2)C2CCCCC2)CCCCC1.[O-]P([O-])([O-])=O.[K+].[K+].[K+]>O.C([O-])(=O)C.[Pd+2].C([O-])(=O)C.C1(C)C=CC=CC=1>[Cl:9][C:7]1[C:6]([O:10][CH3:11])=[CH:5][C:3]([NH2:4])=[C:2]([CH:12]2[CH2:14][CH2:13]2)[CH:8]=1 |f:3.4.5.6,8.9.10|. Reported procedure: A mixture of Example 18A (1.0 equivalents), cyclopropyl boronic acid (1.1 equivalents), tricyclohexylphosphine (0.05 equivalents), palladium acetate (0.025 equivalents) and K3PO4 (2 equivalents) in a 20:1 volume ratio of toluene and water was sparged with nitrogen for 15 minutes. The reaction mixture was then heated to 100° C. for 12 hours, cooled, diluted with water, stirred for 1 hour and filtered through a diatomaceous earth pad, and the pad was rinsed with toluene. The filtrate was mixed and... Starting materials: COC(C1=C(C(=CC(=C1)C)C)NS(=O)(=O)C1=CC=C(C=C1)OC)=O (2-(4-Methoxy-benzenesulfonylamino)-3,5-dimethyl-benzoic acid methyl ester), BrC=1C=C(CBr)C=CC1 (m-bromobenzyl bromide). Run in CCOCC (ether). Product: COC(C1=C(C(=CC(=C1)C)C)N(S(=O)(=O)C1=CC=C(C=C1)OC)CC1=CC(=CC=C1)Br)=O (2-[(3-Bromo-benzyl)-(4-methoxy-benzenesulfonyl)-amino]-3,5-dimethyl-benzoic acid methyl ester). Yield: 92.0%. As a reaction SMILES: [CH3:1][O:2][C:3](=[O:24])[C:4]1[CH:9]=[C:8]([CH3:10])[CH:7]=[C:6]([CH3:11])[C:5]=1[NH:12][S:13]([C:16]1[CH:21]=[CH:20][C:19]([O:22][CH3:23])=[CH:18][CH:17]=1)(=[O:15])=[O:14].[Br:25][C:26]1[CH:27]=[C:28]([CH:31]=[CH:32][CH:33]=1)[CH2:29]Br>CCOCC>[CH3:1][O:2][C:3](=[O:24])[C:4]1[CH:9]=[C:8]([CH3:10])[CH:7]=[C:6]([CH3:11])[C:5]=1[N:12]([CH2:29][C:28]1[CH:31]=[CH:32][CH:33]=[C:26]([Br:25])[CH:27]=1)[S:13]([C:16]1[CH:21]=[CH:20][C:19]([O:22][CH3:23])=[CH:18][CH:17]=1)(=[O:15])=[O:14]. Reported procedure: In the same manner as described in Example 9, 0.699 g (2.0 mmol) of the product of Example 62 and 0.6 g (2.4 nunol) of m-bromobenzyl bromide provided 0.954 g (92%) of the desired product as a white solid after trituration with ether. Electrospray Mass Spec 518.1 (M+H). The reactants are C(C)(=O)[O-].[NH4+] (Ammonium acetate), C(=O)([O-])[O-].[K+].[K+] (K2CO3), C(#N)C1=NC=CC(=C1)OC1=CC(=C(C=C1)NC(=O)NC1=CC(=NN1C=1C=C2C=CC=NC2=CC1)C(C)C)F (1-(4-(2-Cyanopyridin-4-yloxy)-2-fluorophenyl)-3-(3-isopropyl-1-(quinolin-6-yl)-1H-pyrazol-5-yl)urea), C(C)(=O)N[C@@H](CS)C(=O)O (N-acetylcysteine). Run in CO (MeOH), O (H2O). Conditions: temperature 60 celsius. The product is C(N)(=N)C1=NC=CC(=C1)OC1=CC(=C(C=C1)NC(=O)NC1=CC(=NN1C=1C=C2C=CC=NC2=CC1)C(C)C)F (1-(4-(2-carbamimidoylpyridin-4-yloxy)-2-fluorophenyl)-3-(3-isopropyl-1-(quinolin-6-yl)-1H-pyrazol-5-yl)urea). Yield: 16.4%. RXN SMILES: [C:1]([C:3]1[CH:8]=[C:7]([O:9][C:10]2[CH:15]=[CH:14][C:13]([NH:16][C:17]([NH:19][C:20]3[N:24]([C:25]4[CH:26]=[C:27]5[C:32](=[CH:33][CH:34]=4)[N:31]=[CH:30][CH:29]=[CH:28]5)[N:23]=[C:22]([CH:35]([CH3:37])[CH3:36])[CH:21]=3)=[O:18])=[C:12]([F:38])[CH:11]=2)[CH:6]=[CH:5][N:4]=1)#[N:2].C([NH:42][C@H](C(O)=O)CS)(=O)C.C([O-])(=O)C.[NH4+].C([O-])([O-])=O.[K+].[K+]>CO.O>[C:1]([C:3]1[CH:8]=[C:7]([O:9][C:10]2[CH:15]=[CH:14][C:13]([NH:16][C:17]([NH:19][C:20]3[N:24]([C:25]4[CH:26]=[C:27]5[C:32](=[CH:33][CH:34]=4)[N:31]=[CH:30][CH:29]=[CH:28]5)[N:23]=[C:22]([CH:35]([CH3:36])[CH3:37])[CH:21]=3)=[O:18])=[C:12]([F:38])[CH:11]=2)[CH:6]=[CH:5][N:4]=1)(=[NH:42])[NH2:2] |f:2.3,4.5.6|. Procedure: 1-(4-(2-Cyanopyridin-4-yloxy)-2-fluorophenyl)-3-(3-isopropyl-1-(quinolin-6-yl)-1H-pyrazol-5-yl)urea (0.108 g, 0.221 mmol) and N-acetylcysteine (0.072 g, 0.441 mmol) were dissolved in MeOH (0.3 mL). Ammonium acetate (0.041 g, 0.0.529 mmol) was added and the reaction mixture was heated at 60° C. under N2 overnight. The completed reaction was diluted with H2O (10 ml), basified by K2CO3, extracted with EtOAc (2×30 mL) and THF (20 mL). The combined organic layers were washed with brine (20 mL), dried... Starting materials: CN(C)C=O, CCOC(=O)c1ccc2c(c1)nc(-c1ccc(Oc3cccc(O)c3)cc1)n2C1CCCCC1, ClCc1ccncc1, Cl, [H-], [Na+], O. The product is CCOC(=O)c1ccc2c(c1)nc(-c1ccc(Oc3cccc(OCc4ccncc4)c3)cc1)n2C1CCCCC1. RXN SMILES: [CH3:47][N:48]([CH3:49])[CH:50]=[O:51].[CH:1]1([n:7]2[c:8](-[c:21]3[cH:22][cH:23][c:24]([O:27][c:28]4[cH:29][c:30]([OH:34])[cH:31][cH:32][cH:33]4)[cH:25][cH:26]3)[n:9][c:10]3[c:11]2[cH:12][cH:13][c:14]([C:16](=[O:17])[O:18][CH2:19][CH3:20])[cH:15]3)[CH2:2][CH2:3][CH2:4][CH2:5][CH2:6]1.[Cl:38][CH2:39][c:40]1[cH:41][cH:42][n:43][cH:44][cH:45]1.[ClH:37].[H-:35].[Na+:36].[OH2:46]>>[CH:1]1([n:7]2[c:8](-[c:21]3[cH:22][cH:23][c:24]([O:27][c:28]4[cH:29][c:30]([O:34][CH2:39][c:40]5[cH:41][cH:42][n:43][cH:44][cH:45]5)[cH:31][cH:32][cH:33]4)[cH:25][cH:26]3)[n:9][c:10]3[c:11]2[cH:12][cH:13][c:14]([C:16](=[O:17])[O:18][CH2:19][CH3:20])[cH:15]3)[CH2:2][CH2:3][CH2:4][CH2:5][CH2:6]1. The reactants are C(C)(C)(C)OC(=O)N[C@H](C(=O)N[C@H](C(=O)O)CC1=CC(=C(C=C1)OCC(=O)OC)C(=O)OC)CC1=CC=CC=C1 ((2S)-2-({(2S)-2-[(tert-butoxycarbonyl)amino]-3-phenylpropanoyl}amino)-3-[3-(methoxycarbonyl)-4-(2-methoxy-2-oxoethoxy)phenyl]propanoic acid), C1(=CC=CC=C1)C(CC(=O)NN)O (3-phenylhydracrylic acid hydrazide). The product is C(C)(C)(C)OC(=O)N[C@H](C(=O)N[C@@H](CC=1C=CC(=C(C(=O)O)C1)OCC(=O)O)C(=O)NNC(CC(C1=CC=CC=C1)O)=O)CC1=CC=CC=C1 (5-{(2S)-2-({(2S)-2-[(tert-Butoxycarbonyl)amino]-3-phenylpropanoyl}amino)-3-[2-(3-hydroxy-3-phenylpropanoyl)hydrazino]-3-oxopropyl}-2-(carboxymethoxy)benzoic Acid). Yield: 46.5%. RXN SMILES: [C:1]([O:5][C:6]([NH:8][C@@H:9]([CH2:34][C:35]1[CH:40]=[CH:39][CH:38]=[CH:37][CH:36]=1)[C:10]([NH:12][C@@H:13]([CH2:17][C:18]1[CH:23]=[CH:22][C:21]([O:24][CH2:25][C:26]([O:28]C)=[O:27])=[C:20]([C:30]([O:32]C)=[O:31])[CH:19]=1)[C:14](O)=[O:15])=[O:11])=[O:7])([CH3:4])([CH3:3])[CH3:2].[C:41]1([CH:47]([OH:53])[CH2:48][C:49]([NH:51][NH2:52])=[O:50])[CH:46]=[CH:45][CH:44]=[CH:43][CH:42]=1>>[C:1]([O:5][C:6]([NH:8][C@@H:9]([CH2:34][C:35]1[CH:40]=[CH:39][CH:38]=[CH:37][CH:36]=1)[C:10]([NH:12][C@H:13]([C:14]([NH:52][NH:51][C:49](=[O:50])[CH2:48][CH:47]([OH:53])[C:41]1[CH:42]=[CH:43][CH:44]=[CH:45][CH:46]=1)=[O:15])[CH2:17][C:18]1[CH:23]=[CH:22][C:21]([O:24][CH2:25][C:26]([OH:28])=[O:27])=[C:20]([CH:19]=1)[C:30]([OH:32])=[O:31])=[O:11])=[O:7])([CH3:4])([CH3:2])[CH3:3]. Procedure: Synthesis was performed from (2S)-2-({(2S)-2-[(tert-butoxycarbonyl)amino]-3-phenylpropanoyl}amino)-3-[3-(methoxycarbonyl)-4-(2-methoxy-2-oxoethoxy)phenyl]propanoic acid (100 mg, 0.18 mmol) and 3-phenylhydracrylic acid hydrazide (39 mg, 0.22 mmol) according to Method C with HPLC purification to give the title compound (58 mg) as a diasteromeric mixture. 1H-NMR (400 MHz, CD3OD) d 7.77 (1H), 5.11 (dd, J=4.6 Hz, J=8.6 Hz, 1H), 4.78 (2H), 4.70 (m, 1H), 4.24 (dd, J=5.0 Hz, J=9.3 Hz, 1H), 1.34 (s, 9H);... Reactants: OC1=CC=C(C=C1)C1=NOC(=C1)C(=O)N (3-(4-Hydroxy-phenyl)-isoxazole-5-carboxylic acid amide), ClC1=C(CCl)C=C(C=C1)F (2-Chloro-5-fluorobenzyl chloride), OC1=CC=C(C=C1)C1=NOC(=C1)C(=O)N (3-(4-Hydroxy-phenyl)-isoxazole-5-carboxylic acid amide), C(=O)([O-])[O-].[K+].[K+] (K2CO3). Reagents/catalysts: [I-].C(CCC)[N+](CCCC)(CCCC)CCCC (tetrabutylammonium iodide). Solvent: CN(C)C=O (DMF). Reaction conditions: time 8 hour. The product is ClC1=C(COC2=CC=C(C=C2)C2=NOC(=C2)C(=O)N)C=C(C=C1)F (3-[4-(2-chloro-5-fluoro-benzyloxy)-phenyl]-isoxazole-5-carboxylic acid amide). The yield is 4.6%. As a reaction SMILES: [OH:1][C:2]1[CH:7]=[CH:6][C:5]([C:8]2[CH:12]=[C:11]([C:13]([NH2:15])=[O:14])[O:10][N:9]=2)=[CH:4][CH:3]=1.C([O-])([O-])=O.[K+].[K+].[Cl:22][C:23]1[CH:30]=[CH:29][C:28]([F:31])=[CH:27][C:24]=1[CH2:25]Cl>[I-].C([N+](CCCC)(CCCC)CCCC)CCC.CN(C=O)C>[Cl:22][C:23]1[CH:30]=[CH:29][C:28]([F:31])=[CH:27][C:24]=1[CH2:25][O:1][C:2]1[CH:3]=[CH:4][C:5]([C:8]2[CH:12]=[C:11]([C:13]([NH2:15])=[O:14])[O:10][N:9]=2)=[CH:6][CH:7]=1 |f:1.2.3,5.6|. Procedure: 3-(4-Hydroxy-phenyl)-isoxazole-5-carboxylic acid amide (which may be prepared as described in Preparation of Intermediate 2; 50 mg, 0.24 mmol), K2CO3 (37 mg, 0.27 mmol) and tetrabutylammonium iodide (9 mg, 0.024 mmol) were taken up in DMF (2.4 mL). 2-Chloro-5-fluorobenzyl chloride (55 mg, 0.24 mmol) was added and the reaction mixture was stirred at room temperature overnight. The solvent was evaporated and the residue was purified by high-throughput purification to give 3-[4-(2-chloro-5-fluoro-b... The reactants are solution, C(C)[Li] (ethyl lithium), COC1=C(C(=CC=C1)OC)\C=N\C(C(C)C)C(C)C ([1-(2,6-dimethoxy-phenyl)-meth-(E)-ylidene]-(1-isopropyl-2-methyl-propyl)-amine). Solvent: C1CCCCC1.C1=CC=CC=C1 (cyclohexane benzene), C1CCOC1 (THF). Conditions: temperature -20 celsius, time 30 minute. Product: C(C)C1=C(C(=CC=C1)OC)\C=N\C(C(C)C)C(C)C ((E)-[1-(2-ethyl-6-methoxy-phenyl)-methylidene]-(1-isopropyl-2-methyl-propyl)-amine). RXN SMILES: CO[C:3]1[CH:8]=[CH:7][CH:6]=[C:5]([O:9][CH3:10])[C:4]=1/[CH:11]=[N:12]/[CH:13]([CH:17]([CH3:19])[CH3:18])[CH:14]([CH3:16])[CH3:15].[CH2:20]([Li])[CH3:21]>C1COCC1.C1CCCCC1.C1C=CC=CC=1>[CH2:20]([C:3]1[CH:8]=[CH:7][CH:6]=[C:5]([O:9][CH3:10])[C:4]=1/[CH:11]=[N:12]/[CH:13]([CH:17]([CH3:19])[CH3:18])[CH:14]([CH3:16])[CH3:15])[CH3:21] |f:3.4|. Procedure: To a solution of 10.0 g (38 mmol) [1-(2,6-dimethoxy-phenyl)-meth-(E)-ylidene]-(1-isopropyl-2-methyl-propyl)-amine in 30 ml dry THF cooled to −20° C. were added 91.2 ml of a 0.5M solution of ethyl lithium in cyclohexane/benzene drop-wise to keep temperature below 0° C. Then the mixture was stirred at −20° C. for further 30 min and the reaction quenched by addition of water. The aqueous phase was extracted with ethyl acetate, the combined extracts washed with brine, dried over Na2SO4, filtered and... Starting materials: ClC1=NC2=C(C(=N1)Cl)CCC2 (2,4-dichloro-6,7-dihydro-5H-cyclopentapyrimidine), C(C)(C)(C)OC(=O)N1CCC(CC1)N (4-amino-piperidine-1-carboxylic acid tert-butyl ester). Run in CN(C)C=O (DMF). Conditions: temperature 60 celsius. The product is C(C)(C)(C)OC(=O)N1CCC(CC1)NC1=NC(=NC2=C1CCC2)Cl (4-(2-Chloro-6,7-dihydro-5H-cyclopentapyrimidin-4-ylamino)-piperidine-1-carboxylic acid tert-butyl ester). Isolated yield 46.2%. Reaction SMILES: [Cl:1][C:2]1[N:7]=[C:6](Cl)[C:5]2[CH2:9][CH2:10][CH2:11][C:4]=2[N:3]=1.[C:12]([O:16][C:17]([N:19]1[CH2:24][CH2:23][CH:22]([NH2:25])[CH2:21][CH2:20]1)=[O:18])([CH3:15])([CH3:14])[CH3:13]>CN(C=O)C>[C:12]([O:16][C:17]([N:19]1[CH2:24][CH2:23][CH:22]([NH:25][C:6]2[C:5]3[CH2:9][CH2:10][CH2:11][C:4]=3[N:3]=[C:2]([Cl:1])[N:7]=2)[CH2:21][CH2:20]1)=[O:18])([CH3:15])([CH3:13])[CH3:14]. Procedure details: A mixture of 2,4-dichloro-6,7-dihydro-5H-cyclopentapyrimidine (2.71 g, 14.34 mmol, 1.0 equiv) and 4-amino-piperidine-1-carboxylic acid tert-butyl ester (3.45 g, 17.20 mmol, 1.2 equiv) in anhydrous DMF (40 mL) was heated to 60° C. for 18 h. The organic phase was concentrated under reduced pressure and the crude reaction mixture extracted from a solution of 1 M NaOH (100 mL) with ethyl acetate (3×50 mL). The combined organic phases were dried over MgSO4 and the product purified with column chromat...